From a dataset of the Open Reaction Database (ORD), a public repository of structured organic reaction records. describe an organic reaction: reactants, conditions, products, and yield Starting materials: C12(CC3CC(CC(C1)C3)C2)C2=CN=C(O2)NC2=CC=CC=3CC=C(CC23)OCC (5-(1-adamantyl)-N-(7-ethoxy-5,8-dihydronaphthalen-1-yl)-1,3-oxazol-2-amine), C(C)OC1=CCC=2C=CC=C(C2C1)NC=1OC(=CN1)C1=CC=C(C=C1)C(F)(F)F (N-(7-ethoxy-5,8-dihydronaphthalen-1-yl)-5-[4-(trifluoromethyl)phenyl]-1,3-oxazol-2-amine). Product: C12(CC3CC(CC(C1)C3)C2)C2=CN=C(O2)NC=2C=CC=C3CCC(CC23)=O (8-{[5-(1-adamantyl)-1,3-oxazol-2-yl]amino}-3,4-dihydronaphthalen-2(1H)-one). RXN SMILES: [C:1]12([C:11]3[O:15][C:14]([NH:16][C:17]4[C:26]5[CH2:25][C:24]([O:27]CC)=[CH:23][CH2:22][C:21]=5[CH:20]=[CH:19][CH:18]=4)=[N:13][CH:12]=3)[CH2:10][CH:5]3[CH2:6][CH:7]([CH2:9][CH:3]([CH2:4]3)[CH2:2]1)[CH2:8]2.C(OC1CC2C(NC3OC(C4C=CC(C(F)(F)F)=CC=4)=CN=3)=CC=CC=2CC=1)C>>[C:1]12([C:11]3[O:15][C:14]([NH:16][C:17]4[CH:18]=[CH:19][CH:20]=[C:21]5[C:26]=4[CH2:25][C:24](=[O:27])[CH2:23][CH2:22]5)=[N:13][CH:12]=3)[CH2:10][CH:5]3[CH2:4][CH:3]([CH2:9][CH:7]([CH2:6]3)[CH2:8]1)[CH2:2]2. Procedure: The title compound was prepared using the procedure as described in Example 1I, substituting the product of Example 12B for the product of Example 1H. Starting materials: CC(C)CC(N)C(=O)N(C)C(=O)OCc1ccccc1, CO, [H][H]. Yields the product CNC(=O)C(N)CC(C)C. As a reaction SMILES: [CH3:1][N:2]([C:3]([CH:4]([NH2:5])[CH2:6][CH:7]([CH3:8])[CH3:9])=[O:10])[C:11]([O:12][CH2:13][c:14]1[cH:15][cH:16][cH:17][cH:18][cH:19]1)=[O:20].[CH3:23][OH:24].[H:21][H:22]>>[CH3:1][NH:2][C:3]([CH:4]([NH2:5])[CH2:6][CH:7]([CH3:8])[CH3:9])=[O:10]. The reactants are N#Cc1cccnc1, Cc1ccc(N)cc1, [H][H], [Rh]. Yields the product Cc1ccc(NCc2cccnc2)cc1. As a reaction SMILES: [C:1](#[N:2])[c:3]1[cH:4][n:5][cH:6][cH:7][cH:8]1.[CH3:9][c:10]1[cH:11][cH:12][c:13]([NH2:14])[cH:15][cH:16]1.[H:17][H:18].[Rh:19]>>[CH2:1]([NH:2][c:13]1[cH:12][cH:11][c:10]([CH3:9])[cH:16][cH:15]1)[c:3]1[cH:4][n:5][cH:6][cH:7][cH:8]1. Reactants: Brc1c[nH]nc1-c1ccccc1, ClC(c1ccccc1)(c1ccccc1)c1ccccc1, [K+], [K+], O=C([O-])[O-], CN(C)C=O, O. The product is Brc1cn(C(c2ccccc2)(c2ccccc2)c2ccccc2)nc1-c1ccccc1. Reaction SMILES: [Br:1][c:2]1[c:3](-[c:7]2[cH:8][cH:9][cH:10][cH:11][cH:12]2)[n:4][nH:5][cH:6]1.[C:13]([c:14]1[cH:15][cH:16][cH:17][cH:18][cH:19]1)([c:20]1[cH:21][cH:22][cH:23][cH:24][cH:25]1)([c:26]1[cH:27][cH:28][cH:29][cH:30][cH:31]1)[Cl:32].[K+:33].[K+:34].[O-:35][C:36]([O-:37])=[O:38].[O:40]=[CH:41][N:42]([CH3:43])[CH3:44].[OH2:39]>>[Br:1][c:2]1[c:3](-[c:7]2[cH:8][cH:9][cH:10][cH:11][cH:12]2)[n:4][n:5]([C:13]([c:14]2[cH:15][cH:16][cH:17][cH:18][cH:19]2)([c:20]2[cH:21][cH:22][cH:23][cH:24][cH:25]2)[c:26]2[cH:27][cH:28][cH:29][cH:30][cH:31]2)[cH:6]1. Reactants: CC(C)(N)c1ccccn1, O=C(O)c1ccc(C2CC2)c(OCC2CC2)n1. Product: CC(C)(NC(=O)c1ccc(C2CC2)c(OCC2CC2)n1)c1ccccn1. As a reaction SMILES: [CH3:18][C:19]([NH2:20])([c:21]1[n:22][cH:23][cH:24][cH:25][cH:26]1)[CH3:27].[CH:1]1([c:4]2[cH:5][cH:6][c:7]([C:15](=[O:16])[OH:17])[n:8][c:9]2[O:10][CH2:11][CH:12]2[CH2:13][CH2:14]2)[CH2:2][CH2:3]1>>[CH:1]1([c:4]2[cH:5][cH:6][c:7]([C:15](=[O:17])[NH:20][C:19]([CH3:18])([c:21]3[n:22][cH:23][cH:24][cH:25][cH:26]3)[CH3:27])[n:8][c:9]2[O:10][CH2:11][CH:12]2[CH2:13][CH2:14]2)[CH2:2][CH2:3]1. The reactants are C1CCOC1, COC=CC=C(C(=O)OC)C(=O)OC, Nc1ccccc1. Yields the product COC(=O)C(=CC=CNc1ccccc1)C(=O)OC. RXN SMILES: [CH2:22]1[O:23][CH2:24][CH2:25][CH2:26]1.[CH3:1][O:2][C:3]([C:4]([C:5](=[O:6])[O:7][CH3:8])=[CH:9][CH:10]=[CH:11][O:12][CH3:13])=[O:14].[NH2:15][c:16]1[cH:17][cH:18][cH:19][cH:20][cH:21]1>>[CH3:1][O:2][C:3]([C:4]([C:5](=[O:6])[O:7][CH3:8])=[CH:9][CH:10]=[CH:11][NH:15][c:16]1[cH:17][cH:18][cH:19][cH:20][cH:21]1)=[O:14]. The reactants are [Mg] (Magnesium), COC1=CC(CC1)=O (3-Methoxy-2-cyclopenten-1-one), BrCCC=C(C)C (1-Bromo-4-methyl-3-pentene). The solvent is C(C)OCC (diethyl ether), C(C)OCC (diethyl ether). Conditions: time 30 minute. Product: CC(=CCCC1=CC(CC1)=O)C (3-(4-methyl-3-pentenyl)-2-cyclopenten-1-one). The yield is 65.0%. RXN SMILES: [Mg].Br[CH2:3][CH2:4][CH:5]=[C:6]([CH3:8])[CH3:7].CO[C:11]1[CH2:15][CH2:14][C:13](=[O:16])[CH:12]=1>C(OCC)C>[CH3:7][C:6]([CH3:8])=[CH:5][CH2:4][CH2:3][C:11]1[CH2:15][CH2:14][C:13](=[O:16])[CH:12]=1. Procedure details: Magnesium turnings 2.1 g (0.086 mole) were added to 50 ml diethyl ether with stirring. 1-Bromo-4-methyl-3-pentene 10 g (0.061 mole) was added dropwise over 30 minutes. The reaction was allowed to warm from 25° C. to 40° C. during the addition and aged for 30 minutes. A solution of 3-Methoxy-2-cyclopenten-1-one, 10 g (0.089 mole) in diethyl ether was added at 25° C. The resulting mixture was aged 30 minutes then quenched with 20% aqueous acetic acid (50 ml). The organic layer was dried over sodiu... Starting materials: CC(C)(C)OC(=O)c1ccc(CBr)cc1, C1CCOC1, C[Si](C)(C)[N-][Si](C)(C)C, CCOC(=O)CN(C)C, [Li+]. The product is CCOC(=O)C(Cc1ccc(C(=O)OC(C)(C)C)cc1)N(C)C. RXN SMILES: [Br:20][CH2:21][c:22]1[cH:23][cH:24][c:25]([C:26](=[O:27])[O:28][C:29]([CH3:30])([CH3:31])[CH3:32])[cH:33][cH:34]1.[CH2:35]1[O:36][CH2:37][CH2:38][CH2:39]1.[CH3:11][Si:12]([N-:13][Si:14]([CH3:15])([CH3:16])[CH3:17])([CH3:18])[CH3:19].[CH3:1][N:2]([CH3:3])[CH2:4][C:5](=[O:6])[O:7][CH2:8][CH3:9].[Li+:10]>>[CH3:1][N:2]([CH3:3])[CH:4]([C:5](=[O:6])[O:7][CH2:8][CH3:9])[CH2:21][c:22]1[cH:23][cH:24][c:25]([C:26](=[O:27])[O:28][C:29]([CH3:30])([CH3:31])[CH3:32])[cH:33][cH:34]1. Isolated yield 76.0%. Conditions: time 8 hour. The solvent is C1CCOC1 (THF). The product is BrC=1C=C(C(=NC1)F)[C@](CF)(CC(C(F)(F)F)=O)N[S@](=O)C(C)(C)C ((R)-N-((S)-2-(5-bromo-2-fluoropyridin-3-yl)-1,5,5,5-tetrafluoro-4-oxopentan-2-yl)-2-methylpropane-2-sulfinamide). Procedure: (R)-N-((S,Z)-2-(5-bromo-2-fluoropyridin-3-yl)-4-(2,2-dimethylhydrazono)-1,5,5,5-tetrafluoropentan-2-yl)-2-methylpropane-2-sulfinamide (0.510 g, 1.034 mmol) was dissolved in THF 5 mL. Hydrochloric acid 1N solution (1.034 ml, 1.034 mmol) was added dropwise. The reaction mixture was stirred at room temperature overnight and worked up with saturated aqueous NaHCO3 and extracted with EtOAc three times. The combined organic layers were washed with brine, dried on sodium sulfate, filtered and concentra... RXN SMILES: [Br:1][C:2]1[CH:3]=[C:4]([C@@:9]([NH:22][S@@:23]([C:25]([CH3:28])([CH3:27])[CH3:26])=[O:24])([CH2:12]/[C:13](=N/N(C)C)/[C:14]([F:17])([F:16])[F:15])[CH2:10][F:11])[C:5]([F:8])=[N:6][CH:7]=1.Cl.C([O-])(O)=[O:31].[Na+]>C1COCC1>[Br:1][C:2]1[CH:3]=[C:4]([C@@:9]([NH:22][S@@:23]([C:25]([CH3:28])([CH3:27])[CH3:26])=[O:24])([CH2:12][C:13](=[O:31])[C:14]([F:17])([F:16])[F:15])[CH2:10][F:11])[C:5]([F:8])=[N:6][CH:7]=1 |f:2.3|. Starting materials: C(=O)(O)[O-].[Na+] (NaHCO3), Cl (Hydrochloric acid), solution, BrC=1C=C(C(=NC1)F)[C@](CF)(C/C(/C(F)(F)F)=N/N(C)C)N[S@](=O)C(C)(C)C ((R)-N-((S,Z)-2-(5-bromo-2-fluoropyridin-3-yl)-4-(2,2-dimethylhydrazono)-1,5,5,5-tetrafluoropentan-2-yl)-2-methylpropane-2-sulfinamide). Reactants: ClC1=NC(=CC(=C1)C)C (2-chloro-4,6-dimethylpyridine), C(O)CN (ethanolamine), [OH-].[Na+] (sodium hydroxide). Run in O (water), O1CCOCC1 (dioxane). The product is CC1=CC(=NC(=C1)C)OCCN (2-(4,6-dimethyl-pyridin-2-yloxy)-ethylamine). As a reaction SMILES: Cl[C:2]1[CH:7]=[C:6]([CH3:8])[CH:5]=[C:4]([CH3:9])[N:3]=1.[CH2:10]([CH2:12][NH2:13])[OH:11].[OH-].[Na+]>O.O1CCOCC1>[CH3:8][C:6]1[CH:5]=[C:4]([CH3:9])[N:3]=[C:2]([O:11][CH2:10][CH2:12][NH2:13])[CH:7]=1 |f:2.3|. Reported procedure: From 2-chloro-4,6-dimethylpyridine by treatment with ethanolamine and sodium hydroxide in a mixture of water and dioxane to afford 2-(4,6-dimethyl-pyridin-2-yloxy)-ethylamine, followed by heating with 1-fluoro-4-nitrobenzene in ethanol to give [2-(4,6-dimethyl-pyridin-2-yloxy)-ethyl]-(4-nitro-phenyl)-amine. The free amine is protected as a trifluoroacetamide by treatment with trifluoroacetic anhydride and sodium hydride in THF then the nitro group is reduced with zinc powder in the presence of a...